From a dataset of the Open Reaction Database (ORD), a public repository of structured organic reaction records. describe an organic reaction: reactants, conditions, products, and yield Reactants: CS(=O)(=O)O, CO, CC(C)(C)Cn1c(N)nc2ccc(-c3nc(-c4c(Cl)cccc4Cl)[nH]c3-c3ccc(F)cc3)nc21. Product: CS(=O)(=O)O, CC(C)(C)Cn1c(N)nc2ccc(-c3nc(-c4c(Cl)cccc4Cl)[nH]c3-c3ccc(F)cc3)nc21. Reaction SMILES: [CH3:36][S:37]([OH:38])(=[O:39])=[O:40].[CH3:41][OH:42].[Cl:1][c:2]1[c:3](-[c:9]2[nH:10][c:11](-[c:29]3[cH:30][cH:31][c:32]([F:35])[cH:33][cH:34]3)[c:12](-[c:14]3[cH:15][cH:16][c:17]4[c:18]([n:19]3)[n:20]([CH2:24][C:25]([CH3:26])([CH3:27])[CH3:28])[c:21]([NH2:23])[n:22]4)[n:13]2)[c:4]([Cl:8])[cH:5][cH:6][cH:7]1>>[CH3:36][S:37](=[O:38])(=[O:39])[OH:40].[Cl:1][c:2]1[c:3](-[c:9]2[nH:10][c:11](-[c:29]3[cH:30][cH:31][c:32]([F:35])[cH:33][cH:34]3)[c:12](-[c:14]3[cH:15][cH:16][c:17]4[c:18]([n:19]3)[n:20]([CH2:24][C:25]([CH3:26])([CH3:27])[CH3:28])[c:21]([NH2:23])[n:22]4)[n:13]2)[c:4]([Cl:8])[cH:5][cH:6][cH:7]1.